Dataset: the Open Reaction Database (ORD), a public repository of structured organic reaction records. Task: describe an organic reaction: reactants, conditions, products, and yield Starting materials: ClC=1C=C(C=C(C1)Cl)SC1=CC(=CN1)C(=O)OC (Methyl 5-(3,5-dichlorophenylthio)pyrrole-3-carboxylate), [OH-].[Na+] (sodium hydroxide). The solvent is CO (methanol), CO (methanol). Yields the product ClC=1C=C(C=C(C1)Cl)SC1=CC(=CN1)C(=O)O (5-(3,5-Dichlorophenylthio)pyrrole-3-carboxylic Acid). Reaction SMILES: [Cl:1][C:2]1[CH:3]=[C:4]([S:9][C:10]2[NH:14][CH:13]=[C:12]([C:15]([O:17]C)=[O:16])[CH:11]=2)[CH:5]=[C:6]([Cl:8])[CH:7]=1.[OH-].[Na+]>CO>[Cl:1][C:2]1[CH:3]=[C:4]([S:9][C:10]2[NH:14][CH:13]=[C:12]([C:15]([OH:17])=[O:16])[CH:11]=2)[CH:5]=[C:6]([Cl:8])[CH:7]=1 |f:1.2|. Procedure details: Methyl 5-(3,5-dichlorophenylthio)pyrrole-3-carboxylate (2.5 g.) was combined with 25 ml. of methanol and 25 ml. of 1 N sodium hydroxide and refluxed for 3 hours. The methanol was allowed to evaporate, the aqueous residue diluted with approximately one volume of water and washed twice with ether. The aqueous phase was acidified with conc. hydrochloric acid and the product extracted into ethyl acetate. The two ethyl acetate extracts were combined, washed with saturated brine, dried over anhydrous ... Reactants: BrC=1C=C(C=NC1Cl)OC[C@@H]1N(CCC1)C(=O)OC(C)(C)C (5-bromo-6-chloro-3-(1-BOC-2-(R)-pyrrolidinylmethoxy)pyridine), NC=1C=C(C=CC1)B(O)O (3-aminophenylboronic acid), Pd(0), C(=O)([O-])[O-].[Na+].[Na+] (Na2CO3), solution. The solvent is C1(=CC=CC=C1)C (toluene). The product is NC=1C=C(C=CC1)C=1C=C(C=NC1Cl)OC[C@@H]1N(CCC1)C(=O)OC(C)(C)C (5-(3-aminophenyl)-6-chloro-3-(1-BOC-2-(R)-pyrrolidinylmethoxy)pyridine). Isolated yield 29.8%. RXN SMILES: Br[C:2]1[CH:3]=[C:4]([O:9][CH2:10][C@H:11]2[CH2:15][CH2:14][CH2:13][N:12]2[C:16]([O:18][C:19]([CH3:22])([CH3:21])[CH3:20])=[O:17])[CH:5]=[N:6][C:7]=1[Cl:8].[NH2:23][C:24]1[CH:25]=[C:26](B(O)O)[CH:27]=[CH:28][CH:29]=1.C([O-])([O-])=O.[Na+].[Na+]>C1(C)C=CC=CC=1>[NH2:23][C:24]1[CH:29]=[C:28]([C:2]2[CH:3]=[C:4]([O:9][CH2:10][C@H:11]3[CH2:15][CH2:14][CH2:13][N:12]3[C:16]([O:18][C:19]([CH3:22])([CH3:21])[CH3:20])=[O:17])[CH:5]=[N:6][C:7]=2[Cl:8])[CH:27]=[CH:26][CH:25]=1 |f:2.3.4|. Procedure: To a solution of 5-bromo-6-chloro-3-(1-BOC-2-(R)-pyrrolidinylmethoxy)pyridine from Example 69a (520 mg, 1.33 mmol) and 3-aminophenylboronic acid (310 mg, 2.0 mmol) in toluene (8 mL) was added Pd(0) (50 mg) and Na2CO3 (2.5 mL of a 2 M solution), and the mixture was heated at reflux for 16 hours. The solvent was removed under vacuum, and the residue was purified by chromatography on a silica gel column, eluting with CHCl3 :Et2O 100:5-100:40 to afford 160 mg of the title compound. MS (CI/NH3) m/z 4... Reactants: Cl.C(C)N=C=NCCCN(C)C (1-ethyl-3-(3-dimethylaminopropyl) carbodiimide hydrochloride), C(C)O (ethanol), CC(C)(C)OC(=O)N1C[C@H](CC1)CC(=O)O (((3R)-1-{[(1,1-dimethylethyl)oxy]carbonyl}-3-pyrrolidinyl)acetic acid). The reagents and catalysts are CN(C1=CC=NC=C1)C (4-(dimethylamino)pyridine). Run in C(C)OCC (diethyl ether), CCOCC (ether). Conditions: time 8 hour. Product: C(C)OC(C[C@@H]1CN(CC1)C(=O)OC(C)(C)C)=O (1,1-dimethylethyl (3R)-3-[2-(ethyloxy)-2-oxoethyl]-1-pyrrolidinecarboxylate). Isolated yield 95.0%. As a reaction SMILES: [CH3:1][C:2]([O:5][C:6]([N:8]1[CH2:12][CH2:11][C@H:10]([CH2:13][C:14]([OH:16])=[O:15])[CH2:9]1)=[O:7])([CH3:4])[CH3:3].Cl.[CH2:18](N=C=NCCCN(C)C)[CH3:19].C(O)C>C(OCC)C.CN(C)C1C=CN=CC=1>[CH2:18]([O:15][C:14](=[O:16])[CH2:13][C@H:10]1[CH2:11][CH2:12][N:8]([C:6]([O:5][C:2]([CH3:1])([CH3:3])[CH3:4])=[O:7])[CH2:9]1)[CH3:19] |f:1.2|. Procedure details: In an oven-dried 250 mL round bottom flask under nitrogen, ((3R)-1-{[(1,1-dimethylethyl)oxy]carbonyl}-3-pyrrolidinyl)acetic acid (2.181 mmol) dissolved in diethyl ether (5 mL) was treated with 1-ethyl-3-(3-dimethylaminopropyl) carbodiimide hydrochloride (2.4 mmol), 4-(dimethylamino)pyridine (0.218 mmol), and ethanol (4.8 mmol) at room temperature and the mixture was stirred overnight. The resulting white gummy precipitate was diluted with ether (100 mL) and washed with 1M aq sodium hydrogen sulf...